The task is: describe an organic reaction: reactants, conditions, products, and yield. This data is from the Open Reaction Database (ORD), a public repository of structured organic reaction records. Reactants: CC(=O)OC(C)(C)C, CC(C)C(=O)CCc1ccc(OCc2ccccc2)cc1, C1CCOC1, [Li]CCCC, CC(=O)O, CC(C)NC(C)C. The product is CC(C)C(O)(CCc1ccc(OCc2ccccc2)cc1)CC(=O)OC(C)(C)C. As a reaction SMILES: [C:13]([CH3:14])(=[O:15])[O:16][C:17]([CH3:18])([CH3:19])[CH3:20].[CH2:21]([c:22]1[cH:23][cH:24][cH:25][cH:26][cH:27]1)[O:28][c:29]1[cH:30][cH:31][c:32]([CH2:35][CH2:36][C:37]([CH:38]([CH3:39])[CH3:40])=[O:41])[cH:33][cH:34]1.[CH2:46]1[O:47][CH2:48][CH2:49][CH2:50]1.[CH2:8]([Li:9])[CH2:10][CH2:11][CH3:12].[CH3:42][C:43](=[O:44])[OH:45].[CH:1]([NH:2][CH:3]([CH3:4])[CH3:5])([CH3:6])[CH3:7]>>[C:13]([CH2:14][C:37]([CH2:36][CH2:35][c:32]1[cH:31][cH:30][c:29]([O:28][CH2:21][c:22]2[cH:23][cH:24][cH:25][cH:26][cH:27]2)[cH:34][cH:33]1)([CH:38]([CH3:39])[CH3:40])[OH:41])(=[O:15])[O:16][C:17]([CH3:18])([CH3:19])[CH3:20]. Reactants: C1CCOC1, Cc1cc(-c2cccc(C(F)(F)F)c2)c(N(S(C)(=O)=O)S(C)(=O)=O)nc1C(=O)N1CCC(N2CCCC2)CC1, CCCC[N+](CCCC)(CCCC)CCCC, [F-]. Yields the product Cc1cc(-c2cccc(C(F)(F)F)c2)c(NS(C)(=O)=O)nc1C(=O)N1CCC(N2CCCC2)CC1. As a reaction SMILES: [CH2:58]1[O:59][CH2:60][CH2:61][CH2:62]1.[CH3:1][c:2]1[cH:3][c:4](-[c:30]2[cH:31][c:32]([C:36]([F:37])([F:38])[F:39])[cH:33][cH:34][cH:35]2)[c:5]([N:21]([S:22](=[O:23])(=[O:24])[CH3:25])[S:26]([CH3:27])(=[O:28])=[O:29])[n:6][c:7]1[C:8](=[O:9])[N:10]1[CH2:11][CH2:12][CH:13]([N:16]2[CH2:17][CH2:18][CH2:19][CH2:20]2)[CH2:14][CH2:15]1.[CH3:41][CH2:42][CH2:43][CH2:44][N+:45]([CH2:46][CH2:47][CH2:48][CH3:49])([CH2:50][CH2:51][CH2:52][CH3:53])[CH2:54][CH2:55][CH2:56][CH3:57].[F-:40]>>[CH3:1][c:2]1[cH:3][c:4](-[c:30]2[cH:31][c:32]([C:36]([F:37])([F:38])[F:39])[cH:33][cH:34][cH:35]2)[c:5]([NH:21][S:22](=[O:23])(=[O:24])[CH3:25])[n:6][c:7]1[C:8](=[O:9])[N:10]1[CH2:11][CH2:12][CH:13]([N:16]2[CH2:17][CH2:18][CH2:19][CH2:20]2)[CH2:14][CH2:15]1. Reactants: O.O.O.O.O.O.O.O.[OH-].[Sr+2].[OH-] (Strontium hydroxide octahydrate), N[C@@H](C)C(=O)O (L-alanine). Solvent: O (water). The product is N[C@@H](C)C(=O)[O-].[Sr+2].N[C@@H](C)C(=O)[O-] (Strontium Alanine Salt). Reaction SMILES: O.O.O.O.O.O.O.O.[OH-].[Sr+2:10].[OH-].[NH2:12][C@H:13]([C:15]([OH:17])=[O:16])[CH3:14]>O>[NH2:12][C@H:13]([C:15]([O-:17])=[O:16])[CH3:14].[Sr+2:10].[NH2:12][C@H:13]([C:15]([O-:17])=[O:16])[CH3:14] |f:0.1.2.3.4.5.6.7.8.9.10,13.14.15|. Procedure: Strontium hydroxide octahydrate (1.0 g, 3.79 mmol) and L-alanine (0.67 g, 7.52 mmol) in water (30 ml) were stirred for 4 hours at room temperature. The mixture was filtered and the filtrate was evaporated to dryness and dried in vaccuo at ambient temperature. Yield 0.81 g (63%). Reactants: O=C(CBr)c1ccccc1, CC(C)=O, c1cc2sccc2cn1. Product: [Br-], O=C(C[n+]1ccc2sccc2c1)c1ccccc1. Reaction SMILES: [Br:10][CH2:11][C:12](=[O:13])[c:14]1[cH:15][cH:16][cH:17][cH:18][cH:19]1.[CH3:20][C:21](=[O:22])[CH3:23].[s:1]1[cH:2][cH:3][c:4]2[cH:5][n:6][cH:7][cH:8][c:9]12>>[Br-:10].[s:1]1[cH:2][cH:3][c:4]2[cH:5][n+:6]([CH2:11][C:12](=[O:13])[c:14]3[cH:15][cH:16][cH:17][cH:18][cH:19]3)[cH:7][cH:8][c:9]12. Reactants: CC(=O)Cl, Cc1ccccc1, O=C1CC(CCl)C(=O)O1, Nc1ccc(F)cc1. The product is O=C1CC(CCl)C(=O)N1c1ccc(F)cc1. RXN SMILES: [C:18]([Cl:19])(=[O:20])[CH3:21].[CH3:22][c:23]1[cH:24][cH:25][cH:26][cH:27][cH:28]1.[Cl:9][CH2:10][CH:11]1[C:12](=[O:13])[O:14][C:15](=[O:17])[CH2:16]1.[NH2:1][c:2]1[cH:3][cH:4][c:5]([F:6])[cH:7][cH:8]1>>[N:1]1([c:2]2[cH:3][cH:4][c:5]([F:6])[cH:7][cH:8]2)[C:12](=[O:13])[CH:11]([CH2:10][Cl:9])[CH2:16][C:15]1=[O:14]. Starting materials: COC1=CC=2CC[C@@H]3[C@H](CC[C@@]4(C5(CC[C@@H]34)OCCO5)C)C2C=C1 (3-methoxy-13β-methyl-17,17-(ethylenedioxy)gona-1,3,5(10)-triene), COC1=CC=2CC[C@@H]3[C@H](CC[C@@]4(C(CC[C@@H]34)=O)C)C2C=C1 (3-methoxy-13β-methylgona-1,3,5(10)-trien-17-one). Product: COC1=CC=2CC[C@@H]3C(=CC[C@@]4(C5(CC[C@@H]34)OCCO5)C)C2C=C1 (3-Methoxy-13β-methyl-17,17-(ethylenedioxy)gona-1,3,5(10),9(11)-tetraene). Reaction SMILES: [CH3:1][O:2][C:3]1[CH:24]=[CH:23][C:22]2[C@H:9]3[CH2:10][CH2:11][C@@:12]4([CH3:21])[C@H:16]([C@@H:8]3[CH2:7][CH2:6][C:5]=2[CH:4]=1)[CH2:15][CH2:14][C:13]14[O:20][CH2:19][CH2:18][O:17]1.COC1C=CC2[C@H]3CC[C@@]4(C)[C@H]([C@@H]3CCC=2C=1)CCC4=O>>[CH3:1][O:2][C:3]1[CH:24]=[CH:23][C:22]2[C:9]3=[CH:10][CH2:11][C@@:12]4([CH3:21])[C@H:16]([C@@H:8]3[CH2:7][CH2:6][C:5]=2[CH:4]=1)[CH2:15][CH2:14][C:13]14[O:17][CH2:18][CH2:19][O:20]1. Procedure details: The procedure described in Example 1 hereinbefore was repeated except that 2.3 grams of 3-methoxy-13β-methyl-17,17-(ethylenedioxy)gona-1,3,5(10)-triene was substituted for the 3-methoxy-13β-methylgona-1,3,5(10)-trien-17-one in that example. The reactants are CCCCI (BuI), CC(C)(C)OC(=O)N1CCN(CC1)c2ccc(NC(=O)c3oc(cc3)c4ccc(cc4)C#N)cc2 (p-CN Core). The reagents and catalysts are O=S(=O)(O)O (H2SO4), CCN=P(N=P(N(C)C)(N(C)C)N(C)C)(N(C)C)N(C)C (P2-Et). Solvent: COCCOCCOC (diglyme), CN(C)C=O (DMF), CN(C)C=O (DMF), CN(C)C=O (DMF). Reaction conditions: temperature 23 celsius, time 20 hour. Yields the product CCCCN(C(=O)c1oc(cc1)c2ccc(cc2)C#N)c3ccc(cc3)N4CCNCC4 (MK2_Alk_16), CC(C)(C)OC(=O)N1CCN(CC1)c2ccc(NC(=O)c3oc(cc3)c4ccc(cc4)C#N)cc2 (p-CN Core), CC(C)(C)OC(=O)N1CCN(CC1)c2ccc(NC(=O)c3oc(cc3)c4ccc(cc4)C#N)cc2 (MK2_Core_CN). Yield: 23.0%. Procedure: To a suspension of 2-(3-carbomethoxy thioureido)-4-propylthioaniline (9.0 g; 0.03 mole) in methanol (100 ml) cooled to 10° C., there is added p=anisaldehyde (4.08 g; 0.03 mole). The mixture is stirred at 10° C. for 1 hr. and at room temperature for 18 hrs. The suspension that forms is vacuum filtered and the filter cake air dried to afford 1-imino-(4-methoxy)phenylmethyl-2-(3-carbomethoxythioureido)-4-propylthiobenzene (9.9 g,; 79%), m.p. 141°-144° C. The reactants are C(=O)(OC)NC(NC1=C(N)C=CC(=C1)SCCC)=S (2-(3-carbomethoxy thioureido)-4-propylthioaniline), CO (methanol), COC=1C=CC(=CC1)C=O (anisaldehyde). Yield: 79.0%. Product: N=C1C(=C(C(C=C1)(SCCC)OC)CC1=CC=CC=C1)NC(=S)NC(=O)OC (1-imino-(4-methoxy)phenylmethyl-2-(3-carbomethoxythioureido)-4-propylthiobenzene). RXN SMILES: [C:1]([NH:5][C:6](=[S:19])[NH:7][C:8]1[CH:14]=[C:13]([S:15][CH2:16][CH2:17][CH3:18])[CH:12]=[CH:11][C:9]=1[NH2:10])([O:3][CH3:4])=[O:2].CO[C:22]1[CH:23]=[CH:24][C:25]([CH:28]=O)=[CH:26][CH:27]=1.[CH3:30][OH:31]>>[NH:10]=[C:9]1[CH:11]=[CH:12][C:13]([O:31][CH3:30])([S:15][CH2:16][CH2:17][CH3:18])[C:14]([CH2:28][C:25]2[CH:26]=[CH:27][CH:22]=[CH:23][CH:24]=2)=[C:8]1[NH:7][C:6]([NH:5][C:1]([O:3][CH3:4])=[O:2])=[S:19]. Run at temperature 10 celsius, time 1 hour. Yields the product CC(C(=O)OCC)(C)N1CCN(CC1)CC=1N(C2=NC(=NC(=C2N1)N1CCOCC1)N1C(=NC2=C1C=CC=C2)C)C (ethyl 2-methyl-2-(4-((9-methyl-2-(2-methyl-1H-benzo[d]imidazol-1-yl)-6-morpholino-9H-purin-8-yl)methyl)piperazin-1-yl)propanoate). The reactants are CN1C2=NC(=NC(=C2N=C1CN1CCNCC1)N1CCOCC1)N1C(=NC2=C1C=CC=C2)C (4-(9-methyl-2-(2-methyl-1H-benzo[d]imidazol-1-yl)-8-(piperazin-1-ylmethyl)-9H-purin-6-yl)morpholine), BrC(C(=O)OCC)(C)C (ethyl 2-bromo-2-methyl-propionate). Reported procedure: Following General Procedure C, 4-(9-methyl-2-(2-methyl-1H-benzo[d]imidazol-1-yl)-8-(piperazin-1-ylmethyl)-9H-purin-6-yl)morpholine was alkylated with ethyl 2-bromo-2-methyl-propionate to give 502. LCMS m/z: 281.7 (2M+H+) Reaction SMILES: [CH3:1][N:2]1[C:10]([CH2:11][N:12]2[CH2:17][CH2:16][NH:15][CH2:14][CH2:13]2)=[N:9][C:8]2[C:3]1=[N:4][C:5]([N:24]1[C:28]3[CH:29]=[CH:30][CH:31]=[CH:32][C:27]=3[N:26]=[C:25]1[CH3:33])=[N:6][C:7]=2[N:18]1[CH2:23][CH2:22][O:21][CH2:20][CH2:19]1.Br[C:35]([CH3:42])([CH3:41])[C:36]([O:38][CH2:39][CH3:40])=[O:37]>>[CH3:41][C:35]([N:15]1[CH2:16][CH2:17][N:12]([CH2:11][C:10]2[N:2]([CH3:1])[C:3]3[C:8]([N:9]=2)=[C:7]([N:18]2[CH2:23][CH2:22][O:21][CH2:20][CH2:19]2)[N:6]=[C:5]([N:24]2[C:28]4[CH:29]=[CH:30][CH:31]=[CH:32][C:27]=4[N:26]=[C:25]2[CH3:33])[N:4]=3)[CH2:13][CH2:14]1)([CH3:42])[C:36]([O:38][CH2:39][CH3:40])=[O:37]. Reactants: C(C)(C)(C)OC(=O)N1C(=CC2=C(C=CC=C12)C(=O)NC1=C(C=C(C(=O)N(C2=C(C=C(C=C2)C)OCCCCCC(=O)N2CCN(CC2)C)C)C=C1)OC)CO[Si](C1=CC=CC=C1)(C1=CC=CC=C1)C(C)(C)C (4-[(1-tert-butoxycarbonyl-2-tert-butyldiphenylsilyloxymethylindol-4-yl)carbonyl]amino-3-methoxy-N-methyl-N-[4-methyl-2-[5-(4-methylpiperazin-1-yl)carbonylpent-1-yloxy]phenyl]benzamide), Cl (hydrochloric acid). Solvent: [OH-].[Na+] (sodium hydroxide), CO (methanol). Product: OCC=1NC2=CC=CC(=C2C1)C(=O)NC1=C(C=C(C(=O)N(C2=C(C=C(C=C2)C)OCCCCCC(=O)N2CCN(CC2)C)C)C=C1)OC (4-[(2-hydroxymethylindol-4-yl)carbonyl]amino-3-methoxy-N-methyl-N-[4-methyl-2-[5-(4-methylpiperazin-1-yl)carbonylpent-1-yloxy]phenyl]benzamide). The yield is 89.2%. Reaction SMILES: C(OC([N:8]1[C:16]2[C:11](=[C:12]([C:17]([NH:19][C:20]3[CH:51]=[CH:50][C:23]([C:24]([N:26]([CH3:49])[C:27]4[CH:32]=[CH:31][C:30]([CH3:33])=[CH:29][C:28]=4[O:34][CH2:35][CH2:36][CH2:37][CH2:38][CH2:39][C:40]([N:42]4[CH2:47][CH2:46][N:45]([CH3:48])[CH2:44][CH2:43]4)=[O:41])=[O:25])=[CH:22][C:21]=3[O:52][CH3:53])=[O:18])[CH:13]=[CH:14][CH:15]=2)[CH:10]=[C:9]1[CH2:54][O:55][Si](C(C)(C)C)(C1C=CC=CC=1)C1C=CC=CC=1)=O)(C)(C)C.Cl>[OH-].[Na+].CO>[OH:55][CH2:54][C:9]1[NH:8][C:16]2[C:11]([CH:10]=1)=[C:12]([C:17]([NH:19][C:20]1[CH:51]=[CH:50][C:23]([C:24]([N:26]([CH3:49])[C:27]3[CH:32]=[CH:31][C:30]([CH3:33])=[CH:29][C:28]=3[O:34][CH2:35][CH2:36][CH2:37][CH2:38][CH2:39][C:40]([N:42]3[CH2:47][CH2:46][N:45]([CH3:48])[CH2:44][CH2:43]3)=[O:41])=[O:25])=[CH:22][C:21]=1[O:52][CH3:53])=[O:18])[CH:13]=[CH:14][CH:15]=2 |f:2.3|. Reported procedure: The solution of 4-[(1-tert-butoxycarbonyl-2-tert-butyldiphenylsilyloxymethylindol-4-yl)carbonyl]amino-3-methoxy-N-methyl-N-[4-methyl-2-[5-(4-methylpiperazin-1-yl)carbonylpent-1-yloxy]phenyl]benzamide (615 mg) in 1N sodium hydroxide aqueous solution (3.1 ml) and methanol (10 ml) was stirred at ambient temperature overnight. The resulting solution was neutralized with 1N hydrochloric acid and extracted with ethyl acetate (20 ml). The organic layer was washed with brine, dried over magnesium sulfat...